This data is from the Open Reaction Database (ORD), a public repository of structured organic reaction records. The task is: describe an organic reaction: reactants, conditions, products, and yield The reactants are NC=1N(C(C(N1)(C1=CC(=CC=C1)C=1C(=NC=CC1)F)C=1C=C(N(C1)CCCF)C=O)=O)C (4-{2-amino-4-[3-(2-fluoropyridin-3-yl)phenyl]-1-methyl-5-oxo-4,5-dihydro-1H-imidazol-4-yl}-1-(3-fluoropropyl)-1H-pyrrole-2-carbaldehyde), Cl.NO (hydroxylamine hydrochloride). Solvent: O1CCCC1 (tetrahydrofuran). Run at temperature 45 celsius. Yields the product NC=1N(C(C(N1)(C1=CC(=CC=C1)C=1C(=NC=CC1)F)C=1C=C(N(C1)CCCF)C=NO)=O)C (4-[2-Amino-4-[3-(2-fluoropyridin-3-yl)phenyl]-1-methyl-5-oxo-4,5-dihydro-1H-imidazol-4-yl]-1-(3-fluoropropyl)-1H-pyrrole-2-carbaldehyde oxime). Reaction SMILES: [NH2:1][C:2]1[N:3]([CH3:32])[C:4](=[O:31])[C:5]([C:20]2[CH:21]=[C:22]([CH:29]=O)[N:23]([CH2:25][CH2:26][CH2:27][F:28])[CH:24]=2)([C:7]2[CH:12]=[CH:11][CH:10]=[C:9]([C:13]3[C:14]([F:19])=[N:15][CH:16]=[CH:17][CH:18]=3)[CH:8]=2)[N:6]=1.Cl.[NH2:34][OH:35]>O1CCCC1>[NH2:1][C:2]1[N:3]([CH3:32])[C:4](=[O:31])[C:5]([C:20]2[CH:21]=[C:22]([CH:29]=[N:34][OH:35])[N:23]([CH2:25][CH2:26][CH2:27][F:28])[CH:24]=2)([C:7]2[CH:12]=[CH:11][CH:10]=[C:9]([C:13]3[C:14]([F:19])=[N:15][CH:16]=[CH:17][CH:18]=3)[CH:8]=2)[N:6]=1 |f:1.2|. Reported procedure: A solution of 4-{2-amino-4-[3-(2-fluoropyridin-3-yl)phenyl]-1-methyl-5-oxo-4,5-dihydro-1H-imidazol-4-yl}-1-(3-fluoropropyl)-1H-pyrrole-2-carbaldehyde in dry tetrahydrofuran was treated with 1.1 equivalent of hydroxylamine hydrochloride, warmed to 45° C. for 2 hours and concentrated in vacuo. The resultant residue was dissolved in chloroform, washed with water, dried over sodium sulfate and concentrated in vacuo. This residue was purified by HPLC (CN bonded stationary phase, gradient 30% to 60% o...